The task is: describe an organic reaction: reactants, conditions, products, and yield. This data is from the Open Reaction Database (ORD), a public repository of structured organic reaction records. Reactants: COc1cc(C(=O)N(C)c2ccc(C)cc2OCCCCCC(=O)N2CCN(C)CC2)ccc1NC(=O)c1cccc2[nH]c(CN3C(=O)c4ccccc4C3=O)nc12, CCO, NN, O. The product is COc1cc(C(=O)N(C)c2ccc(C)cc2OCCCCCC(=O)N2CCN(C)CC2)ccc1NC(=O)c1cccc2[nH]c(CN)nc12. Reaction SMILES: [CH3:1][O:2][c:3]1[cH:4][c:5]([C:6](=[O:7])[N:8]([c:9]2[c:10]([O:16][CH2:17][CH2:18][CH2:19][CH2:20][CH2:21][C:22](=[O:23])[N:24]3[CH2:25][CH2:26][N:27]([CH3:30])[CH2:28][CH2:29]3)[cH:11][c:12]([CH3:15])[cH:13][cH:14]2)[CH3:31])[cH:32][cH:33][c:34]1[NH:35][C:36](=[O:37])[c:38]1[cH:39][cH:40][cH:41][c:42]2[nH:43][c:44]([CH2:47][N:48]3[C:49](=[O:50])[c:51]4[cH:52][cH:53][cH:54][cH:55][c:56]4[C:57]3=[O:58])[n:45][c:46]12.[CH3:62][CH2:63][OH:64].[NH2:60][NH2:61].[OH2:59]>>[CH3:1][O:2][c:3]1[cH:4][c:5]([C:6](=[O:7])[N:8]([c:9]2[c:10]([O:16][CH2:17][CH2:18][CH2:19][CH2:20][CH2:21][C:22](=[O:23])[N:24]3[CH2:25][CH2:26][N:27]([CH3:30])[CH2:28][CH2:29]3)[cH:11][c:12]([CH3:15])[cH:13][cH:14]2)[CH3:31])[cH:32][cH:33][c:34]1[NH:35][C:36](=[O:37])[c:38]1[cH:39][cH:40][cH:41][c:42]2[nH:43][c:44]([CH2:47][NH2:48])[n:45][c:46]12. Starting materials: CCO, Cl, Nc1ccc(C(F)(F)F)cc1, Nc1c(Cl)ncnc1Cl. Yields the product Cl, Nc1c(Cl)ncnc1Nc1ccc(C(F)(F)F)cc1. As a reaction SMILES: [CH3:22][CH2:23][OH:24].[ClH:21].[F:10][C:11]([c:12]1[cH:13][cH:14][c:15]([NH2:16])[cH:17][cH:18]1)([F:19])[F:20].[NH2:1][c:2]1[c:3]([Cl:9])[n:4][cH:5][n:6][c:7]1[Cl:8]>>[ClH:8].[NH2:1][c:2]1[c:3]([Cl:9])[n:4][cH:5][n:6][c:7]1[NH:16][c:15]1[cH:14][cH:13][c:12]([C:11]([F:10])([F:19])[F:20])[cH:18][cH:17]1. The reactants are F[B-](F)(F)F, CC(C)(C)OC(=O)N(CCOc1cc(Cl)cc(C(=O)O)c1)c1ccncc1, CCN(C(C)C)C(C)C, NC(=O)CCNC1CCCC1, CN(C)C=O, On1nnc2ccccc21, CN(C)C(On1nnc2ccccc21)=[N+](C)C. Yields the product CC(C)(C)OC(=O)N(CCOc1cc(Cl)cc(C(=O)N(CCC(N)=O)C2CCCC2)c1)c1ccncc1. RXN SMILES: [B-:28]([F:29])([F:30])([F:31])[F:32].[C:1]([CH3:2])([CH3:3])([CH3:4])[O:5][C:6](=[O:7])[N:8]([CH2:9][CH2:10][O:11][c:12]1[cH:13][c:14]([C:15](=[O:16])[OH:17])[cH:18][c:19]([Cl:21])[cH:20]1)[c:22]1[cH:23][cH:24][n:25][cH:26][cH:27]1.[CH:60]([N:61]([CH2:62][CH3:63])[CH:64]([CH3:65])[CH3:66])([CH3:67])[CH3:68].[CH:69]1([NH:74][CH2:75][CH2:76][C:77](=[O:78])[NH2:79])[CH2:70][CH2:71][CH2:72][CH2:73]1.[O:80]=[CH:81][N:82]([CH3:83])[CH3:84].[OH:50][n:51]1[c:52]2[c:53]([cH:54][cH:55][cH:56][cH:57]2)[n:58][n:59]1.[n:33]1([O:34][C:35]([N:36]([CH3:37])[CH3:38])=[N+:39]([CH3:40])[CH3:41])[c:42]2[cH:43][cH:44][cH:45][cH:46][c:47]2[n:48][n:49]1>>[C:1]([CH3:2])([CH3:3])([CH3:4])[O:5][C:6](=[O:7])[N:8]([CH2:9][CH2:10][O:11][c:12]1[cH:13][c:14]([C:15](=[O:17])[N:74]([CH:69]2[CH2:70][CH2:71][CH2:72][CH2:73]2)[CH2:75][CH2:76][C:77](=[O:78])[NH2:79])[cH:18][c:19]([Cl:21])[cH:20]1)[c:22]1[cH:23][cH:24][n:25][cH:26][cH:27]1. Reactants: CC(=O)OC(C)=O, CCOC(C)=O, Oc1cnccc1CCCOc1cccnc1Oc1cccc(Cl)c1, c1ccncc1. Product: CC(=O)Oc1cnccc1CCCOc1cccnc1Oc1cccc(Cl)c1. Reaction SMILES: [CH3:26][C:27](=[O:28])[O:29][C:30](=[O:31])[CH3:32].[CH3:33][CH2:34][O:35][C:36](=[O:37])[CH3:38].[Cl:1][c:2]1[cH:3][c:4]([O:5][c:6]2[n:7][cH:8][cH:9][cH:10][c:11]2[O:12][CH2:13][CH2:14][CH2:15][c:16]2[c:17]([OH:22])[cH:18][n:19][cH:20][cH:21]2)[cH:23][cH:24][cH:25]1.[cH:39]1[cH:40][cH:41][n:42][cH:43][cH:44]1>>[Cl:1][c:2]1[cH:3][c:4]([O:5][c:6]2[n:7][cH:8][cH:9][cH:10][c:11]2[O:12][CH2:13][CH2:14][CH2:15][c:16]2[c:17]([O:22][C:27]([CH3:26])=[O:28])[cH:18][n:19][cH:20][cH:21]2)[cH:23][cH:24][cH:25]1. The reactants are C1(=CC=CC=C1)C#CC1=CC=CC=C1 (diphenylacetylene), Cl[SiH](Cl)C[SiH](Cl)Cl (bis(dichlorosilyl)methane), Cl[SiH](Cl)C[SiH](Cl)Cl (bis(dichlorosilyl)methane), C1(=CC=CC=C1)C#CC1=CC=CC=C1 (diphenylacetylene), Pt. The solvent is C1=CC=CC=C1 (benzene), 1,1,3,3-tetramethyl-1,3-divinyl-1,3-disiloxane. Reaction conditions: time 4 hour. Product: Cl[Si]1(C[Si](C(C1C1=CC=CC=C1)C1=CC=CC=C1)(Cl)Cl)Cl (1,1,3,3-tetrachloro-4,5-diphenyl-1,3-disilacyclopentane). Yield: 73.7%. Reaction SMILES: [C:1]1([C:7]#[C:8][C:9]2[CH:14]=[CH:13][CH:12]=[CH:11][CH:10]=2)[CH:6]=[CH:5][CH:4]=[CH:3][CH:2]=1.[Cl:15][SiH:16]([CH2:18][SiH:19]([Cl:21])[Cl:20])[Cl:17]>C1C=CC=CC=1>[Cl:15][Si:16]1([Cl:17])[CH:7]([C:1]2[CH:6]=[CH:5][CH:4]=[CH:3][CH:2]=2)[CH:8]([C:9]2[CH:10]=[CH:11][CH:12]=[CH:13][CH:14]=2)[Si:19]([Cl:21])([Cl:20])[CH2:18]1. Procedure: Hydrosilation of diphenylacetylene with bis(dichlorosilyl)methane in the presence of Pt((CH2 =CHSiMe2)2O)2. Into the same apparatus as described in Example 1 were added 1 g of bis(dichlorosilyl)methane, 0.84 g of diphenylacetylene, 20 μl of Pt((CH2 =CHSiMe2)2O)2 in 1,1,3,3-tetramethyl-1,3-divinyl-1,3-disiloxane (4 weight percent Pt), and 20 ml of dried benzene. The flask content was refluxed, with stirring, for 4 hours and then the solvent removed at atmospheric presssure. The products were dist... Reactants: [B-](F)(F)(F)F.CCOC(=O)C(=NOC(=[N+](C)C)N(C)C)C#N (TOTU), Cl.C(N)(=N)C1=CC=C(C=C1)CC(C(=O)N[C@H](C(=O)O)C1CCCCC1)C1CCCCC1 ([3-(4-carbamimidoyl-phenyl)-2-(R,S)-cyclohexyl-propionylamino]-(S)-cyclohexyl-acetic acid hydrochloric acid salt), Cl.Cl.C(CC1=CC=CC=C1)NC([C@H](CCCNC(=N)N)N)=O ((S)-2-amino-5-guanidino-pentanoic acid phenethyl-amide dihydrochloride), C(C)N1CCOCC1 (N-ethylmorpholine). Run in CN(C=O)C (dimethylformamide). Conditions: temperature 22 celsius, time 15 hour. The product is C(C)(=O)O.C(CC1=CC=CC=C1)NC([C@H](CCCNC(=N)N)NC(C(C1CCCCC1)NC(C(CC1=CC=C(C=C1)C(N)=N)C1CCCCC1)=O)=O)=O (2-(S)-{2-[3-(4-Carbamimidoyl-phenyl)-2-cyclohexyl-propionylamino]-2-cyclohexyl-acetylamino}-5-guanidino-pentanoic acid phenethyl-amide acetic acid salt). The yield is 57.0%. RXN SMILES: [B-](F)(F)(F)F.CC[O:8][C:9]([C:11](C#N)=NOC(N(C)C)=[N+](C)C)=[O:10].Cl.[C:24]([C:27]1[CH:32]=[CH:31][C:30]([CH2:33][CH:34]([CH:48]2[CH2:53][CH2:52][CH2:51][CH2:50][CH2:49]2)[C:35]([NH:37][C@@H:38]([CH:42]2[CH2:47][CH2:46][CH2:45][CH2:44][CH2:43]2)[C:39](O)=[O:40])=[O:36])=[CH:29][CH:28]=1)(=[NH:26])[NH2:25].Cl.Cl.[CH2:56]([NH:64][C:65](=[O:75])[C@@H:66]([NH2:74])[CH2:67][CH2:68][CH2:69][NH:70][C:71]([NH2:73])=[NH:72])[CH2:57][C:58]1[CH:63]=[CH:62][CH:61]=[CH:60][CH:59]=1.C(N1CCOCC1)C>CN(C)C=O>[C:9]([OH:10])(=[O:8])[CH3:11].[CH2:56]([NH:64][C:65](=[O:75])[C@@H:66]([NH:74][C:39](=[O:40])[CH:38]([NH:37][C:35](=[O:36])[CH:34]([CH:48]1[CH2:49][CH2:50][CH2:51][CH2:52][CH2:53]1)[CH2:33][C:30]1[CH:31]=[CH:32][C:27]([C:24](=[NH:25])[NH2:26])=[CH:28][CH:29]=1)[CH:42]1[CH2:47][CH2:46][CH2:45][CH2:44][CH2:43]1)[CH2:67][CH2:68][CH2:69][NH:70][C:71]([NH2:73])=[NH:72])[CH2:57][C:58]1[CH:59]=[CH:60][CH:61]=[CH:62][CH:63]=1 |f:0.1,2.3,4.5.6,9.10|. Reported procedure: At 4° C. TOTU (48 mg, 0.14 mmol) was added to a solution of [3-(4-carbamimidoyl-phenyl)-2-(R,S)-cyclohexyl-propionylamino]-(S)-cyclohexyl-acetic acid hydrochloric acid salt (60 mg, 0.14 mmol), (S)-2-amino-5-guanidino-pentanoic acid phenethyl-amide dihydrochloride (51 mg, 0.14 mmol) and N-ethylmorpholine (56 μl, 0.42 mmol) in dimethylformamide (10 ml). The mixture was stirred at 22° C. for 15 hours. The solvent was evaporated and the residue was purified by column chromatography (Sephadex LH20, n... Reactants: [Li]CCCC, COCOc1cc(OC)c(OCOC)c(SC)c1OC, CN(C)CCN(C)C, Cc1ccccc1, CN(C)P(=O)(N(C)C)N(C)C, CCOCC, COCOc1cc(OC)c(OCOC)c(CCCCCI)c1OC. Yields the product COCOc1cc(OC)c(OCOC)c(CCCCCc2c(OCOC)c(OC)c(SC)c(OCOC)c2OC)c1OC. RXN SMILES: [CH2:29]([Li:30])[CH2:31][CH2:32][CH3:33].[CH3:1][O:2][c:3]1[c:4]([O:17][CH2:18][O:19][CH3:20])[c:5]([S:15][CH3:16])[c:6]([O:13][CH3:14])[c:7]([O:9][CH2:10][O:11][CH3:12])[cH:8]1.[CH3:21][N:22]([CH2:23][CH2:24][N:25]([CH3:26])[CH3:27])[CH3:28].[CH3:58][c:59]1[cH:60][cH:61][cH:62][cH:63][cH:64]1.[CH3:65][N:66]([CH3:67])[P:68](=[O:69])([N:70]([CH3:71])[CH3:72])[N:73]([CH3:74])[CH3:75].[CH3:76][CH2:77][O:78][CH2:79][CH3:80].[I:34][CH2:35][CH2:36][CH2:37][CH2:38][CH2:39][c:40]1[c:41]([O:56][CH3:57])[c:42]([O:52][CH2:53][O:54][CH3:55])[cH:43][c:44]([O:50][CH3:51])[c:45]1[O:46][CH2:47][O:48][CH3:49]>>[CH3:1][O:2][c:3]1[c:4]([O:17][CH2:18][O:19][CH3:20])[c:5]([S:15][CH3:16])[c:6]([O:13][CH3:14])[c:7]([O:9][CH2:10][O:11][CH3:12])[c:8]1[CH2:35][CH2:36][CH2:37][CH2:38][CH2:39][c:40]1[c:41]([O:56][CH3:57])[c:42]([O:52][CH2:53][O:54][CH3:55])[cH:43][c:44]([O:50][CH3:51])[c:45]1[O:46][CH2:47][O:48][CH3:49].